Task: describe an organic reaction: reactants, conditions, products, and yield. Dataset: the Open Reaction Database (ORD), a public repository of structured organic reaction records The reactants are CC(C)(C)N, ClCCl, O=C(Cl)c1ccc(C(F)(F)F)cc1, c1ccccc1. The product is CC(C)(C)NC(=O)c1ccc(C(F)(F)F)cc1. Reaction SMILES: [C:1]([CH3:2])([CH3:3])([CH3:4])[NH2:5].[Cl:25][CH2:26][Cl:27].[F:6][C:7]([c:8]1[cH:9][cH:10][c:11]([C:12](=[O:13])[Cl:14])[cH:15][cH:16]1)([F:17])[F:18].[cH:19]1[cH:20][cH:21][cH:22][cH:23][cH:24]1>>[C:1]([CH3:2])([CH3:3])([CH3:4])[NH:5][C:12]([c:11]1[cH:10][cH:9][c:8]([C:7]([F:6])([F:17])[F:18])[cH:16][cH:15]1)=[O:13]. Reactants: C1(=CC=CC=C1)CN(CCN(C(C1=CC=C(C=C1)NS(=O)(=O)C)=O)CCC)CC1=CC=CC=C1 (N-[2-[bis(phenylmethyl)amino]ethyl]-N-propyl-4-[(methylsulfonyl)amino]benzamide), Cl (HCl). Reagents/catalysts: [Pd] (palladium on charcoal). The solvent is CO (methanol), CO (methanol). Reaction conditions: time 75 minute. Yields the product Cl.C1(=CC=CC=C1)CNCCN(C(C1=CC=C(C=C1)NS(=O)(=O)C)=O)CCC (N-[2-[(Phenylmethyl)amino]ethyl]-N-propyl-4-[(methylsulfonyl)amino]benzamide hydrochloride). As a reaction SMILES: [C:1]1([CH2:7][N:8](CC2C=CC=CC=2)[CH2:9][CH2:10][N:11]([CH2:25][CH2:26][CH3:27])[C:12](=[O:24])[C:13]2[CH:18]=[CH:17][C:16]([NH:19][S:20]([CH3:23])(=[O:22])=[O:21])=[CH:15][CH:14]=2)[CH:6]=[CH:5][CH:4]=[CH:3][CH:2]=1.[ClH:35]>CO.[Pd]>[ClH:35].[C:1]1([CH2:7][NH:8][CH2:9][CH2:10][N:11]([CH2:25][CH2:26][CH3:27])[C:12](=[O:24])[C:13]2[CH:14]=[CH:15][C:16]([NH:19][S:20]([CH3:23])(=[O:22])=[O:21])=[CH:17][CH:18]=2)[CH:6]=[CH:5][CH:4]=[CH:3][CH:2]=1 |f:4.5|. Procedure: To a solution of 13.09 g (27.3 mmol) N-[2-[bis(phenylmethyl)amino]ethyl]-N-propyl-4-[(methylsulfonyl)amino]benzamide in 75 mL 80% aqueous methanol is added 27.3 mL 1 N HCl and 1.6 g 10% palladium on charcoal. The solution is hydrogenated at 50 psi for 75 minutes. After this time, the reaction mixture is diluted with 100 mL methanol, filtered and the solvents are evaporated to yield the title compound. The reactants are CC(C)(C)OC(=O)N1CCC(c2nc(Br)cn2CCOC2CCCCO2)CC1, CCOC(C)=O, Cl, C1CCOC1. Product: CC(C)(C)OC(=O)N1CCC(c2nc(Br)cn2CCO)CC1. As a reaction SMILES: [Br:1][c:2]1[n:3][c:4]([CH:16]2[CH2:17][CH2:18][N:19]([C:22](=[O:23])[O:24][C:25]([CH3:26])([CH3:27])[CH3:28])[CH2:20][CH2:21]2)[n:5]([CH2:7][CH2:8][O:9][CH:10]2[CH2:11][CH2:12][CH2:13][CH2:14][O:15]2)[cH:6]1.[CH3:35][CH2:36][O:37][C:38](=[O:39])[CH3:40].[ClH:34].[O:29]1[CH2:30][CH2:31][CH2:32][CH2:33]1>>[Br:1][c:2]1[n:3][c:4]([CH:16]2[CH2:17][CH2:18][N:19]([C:22](=[O:23])[O:24][C:25]([CH3:26])([CH3:27])[CH3:28])[CH2:20][CH2:21]2)[n:5]([CH2:7][CH2:8][OH:9])[cH:6]1. Starting materials: C(C)(=O)OCC (ethyl acetate), C(C)(C)NC(C)C (Diisopropylamine), [Cl-].[NH4+] (ammonium chloride), solution, C(CCC)[Li] (n-butyl lithium), ice-salt, C(C1=CC=CC=C1)(C1=CC=CC=C1)(C1=CC=CC=C1)N1C=NC(=C1)C=O (1-trityl-4-formyl-1H-imidazole). Solvent: C1CCOC1 (THF), C1CCOC1 (THF), O (water), CCCCCC (hexane), C1CCOC1 (THF). Run at temperature -70 celsius. The product is OC(CC(=O)OCC)C=1N=CN(C1)C(C1=CC=CC=C1)(C1=CC=CC=C1)C1=CC=CC=C1 (ethyl 3-hydroxy-3-(1-trityl-1H-imidazol-4-yl)propanoate). RXN SMILES: C(NC(C)C)(C)C.C([Li])CCC.[C:13]([N:32]1[CH:36]=[C:35]([CH:37]=[O:38])[N:34]=[CH:33]1)([C:26]1[CH:31]=[CH:30][CH:29]=[CH:28][CH:27]=1)([C:20]1[CH:25]=[CH:24][CH:23]=[CH:22][CH:21]=1)[C:14]1[CH:19]=[CH:18][CH:17]=[CH:16][CH:15]=1.[Cl-].[NH4+].[C:41]([O:44][CH2:45][CH3:46])(=[O:43])[CH3:42]>C1COCC1.CCCCCC.O>[OH:38][CH:37]([C:35]1[N:34]=[CH:33][N:32]([C:13]([C:26]2[CH:27]=[CH:28][CH:29]=[CH:30][CH:31]=2)([C:20]2[CH:21]=[CH:22][CH:23]=[CH:24][CH:25]=2)[C:14]2[CH:19]=[CH:18][CH:17]=[CH:16][CH:15]=2)[CH:36]=1)[CH2:42][C:41]([O:44][CH2:45][CH3:46])=[O:43] |f:3.4|. Reported procedure: Diisopropylamine (33.8 ml) was dissolved in dry THF (445 ml) under an argon atmosphere. A solution (1.6 M; 150 ml) of n-butyl lithium in hexane was added at not more than 0° C. with stirring under ice-cooling (ice-salt), and the mixture was stirred for 30 min. The mixture was then cooled to −70° C. in a dry ice-acetone bath and ethyl acetate (23.5 ml)/dry THF (60 ml) solution was added at not more than −65° C. The mixture was stood with stirring for 1 h 20 min. The reaction mixture was added to ... Reactants: ClC=1C=C(C=CC1Cl)C1(CN(CC1)C(C1=CC(=C(C(=C1)OC)OC)OC)=O)CCCS(=O)(=O)[O-] (2-[3-(3,4-dichloro-phenyl)-1-(3,4,5-trimethoxy-benzoyl)-pyrrolidin-3-yl]-ethyl-methanesulfonate), Cl.N1(CCOCC1)C(=O)N.C1(=CC=CC=C1)C1(CCNCC1)C(=O)O (4-phenyl-piperidine-4-carboxylic acid morpholine-amide hydrochloride), C(C)(=O)OCC.CCCCCC (ethyl acetate hexane). Solvent: CO.ClCCl (methanol dichloromethane), CO.ClCCl (methanol dichloromethane). Yields the product N1(CCOCC1)C(=O)N.ClC=1C=C(C=CC1Cl)C1(CN(CC1)C(C1=CC(=C(C(=C1)OC)OC)OC)=O)CCN1CCC(CC1)(C(=O)O)C1=CC=CC=C1 (1-[2-[3-(3,4-dichloro-phenyl)-1-(3,4,5-trimethoxy-benzoyl)-pyrrolidin-3-yl]-ethyl]-4-phenyl-piperidine-4-carboxylic acid morpholine-amide). Reaction SMILES: [Cl:1][C:2]1[CH:3]=[C:4]([C:9]2([CH2:28][CH2:29]CS([O-])(=O)=O)[CH2:13][CH2:12][N:11]([C:14](=[O:27])[C:15]3[CH:20]=[C:19]([O:21][CH3:22])[C:18]([O:23][CH3:24])=[C:17]([O:25][CH3:26])[CH:16]=3)[CH2:10]2)[CH:5]=[CH:6][C:7]=1[Cl:8].Cl.[N:36]1([C:42]([NH2:44])=[O:43])[CH2:41][CH2:40][O:39][CH2:38][CH2:37]1.[C:45]1([C:51]2([C:57]([OH:59])=[O:58])[CH2:56][CH2:55][NH:54][CH2:53][CH2:52]2)[CH:50]=[CH:49][CH:48]=[CH:47][CH:46]=1.C(OCC)(=O)C.CCCCCC>CO.ClCCl>[N:36]1([C:42]([NH2:44])=[O:43])[CH2:41][CH2:40][O:39][CH2:38][CH2:37]1.[Cl:1][C:2]1[CH:3]=[C:4]([C:9]2([CH2:28][CH2:29][N:54]3[CH2:53][CH2:52][C:51]([C:45]4[CH:46]=[CH:47][CH:48]=[CH:49][CH:50]=4)([C:57]([OH:59])=[O:58])[CH2:56][CH2:55]3)[CH2:13][CH2:12][N:11]([C:14](=[O:27])[C:15]3[CH:20]=[C:19]([O:21][CH3:22])[C:18]([O:23][CH3:24])=[C:17]([O:25][CH3:26])[CH:16]=3)[CH2:10]2)[CH:5]=[CH:6][C:7]=1[Cl:8] |f:1.2.3,4.5,6.7,8.9|. Procedure details: Prepare by the method of example 27.3.1 using 2-[3-(3,4-dichloro-phenyl)-1-(3,4,5-trimethoxy-benzoyl)-pyrrolidin-3-yl]-ethyl-methanesulfonate (0.22 g, 0.42 mmol) and 4-phenyl-piperidine-4-carboxylic acid morpholine-amide hydrochloride (0.13 mmol, 0.42 mmol). Chromatograph on silica gel eluting sequentially with 50% ethyl acetate/hexane, 3% methanol/dichloromethane, and then 6% methanol/dichloromethane to give the title compound. Exact mass (FAB+): calculated for C38H46Cl2N3O6 calculated 710.2764...